From a dataset of the Open Reaction Database (ORD), a public repository of structured organic reaction records. describe an organic reaction: reactants, conditions, products, and yield Starting materials: CC1=C(C(=O)O)C(=CC=C1)OC1=CC=CC=C1 (2-methyl-6-phenoxy-benzoic acid), S(O)(O)(=O)=O (sulfuric acid), CO (methanol). Run at time 18 hour. Product: COC(C1=C(C=CC=C1OC1=CC=CC=C1)C)=O (2-Methyl-6-phenoxy-benzoic acid methyl ester). Reaction SMILES: [CH3:1][C:2]1[CH:10]=[CH:9][CH:8]=[C:7]([O:11][C:12]2[CH:17]=[CH:16][CH:15]=[CH:14][CH:13]=2)[C:3]=1[C:4]([OH:6])=[O:5].S(=O)(=O)(O)O.[CH3:23]O>>[CH3:23][O:5][C:4](=[O:6])[C:3]1[C:7]([O:11][C:12]2[CH:17]=[CH:16][CH:15]=[CH:14][CH:13]=2)=[CH:8][CH:9]=[CH:10][C:2]=1[CH3:1]. Reported procedure: A mixture of 2-methyl-6-phenoxy-benzoic acid (19.9 mmol, 4.54 g), methanol (20 mL), and concentrated sulfuric acid (1.5 mL) was refluxed with stirring for 18 h before it was concentrated in vacuo. To the residue was added water (50 mL) and the mixture was neutralized by adding small portions of NaHCO3 with stirring. Subsequently, the mixture was extracted with ethyl acetate (1×50 mL). The organic phase was dried over MgSO4 and concentrated in vacuo. Purification of the residue by flash column ch... Starting materials: COC=1C=C2C(=CNC2=CC1)CCC(=O)NC1=C(C=CC=C1)C(=O)O (3-(5-methoxyindol-3-yl)-N-(2-carboxyphenyl)propionamide), 1,1-carbonyldiimidazole, Cl.NC1=CC=CC=C1 (aniline hydrochloride), CN(C=O)C (dimethylformamide). Solvent: C1CCOC1 (THF). The product is COC=1C=C2C(=CNC2=CC1)CCC1=NC2=CC=CC=C2C(N1C1=CC=CC=C1)=O (2-[2-(5-methoxyindol-3-yl)-ethyl]-3-phenyl-4-(3H)quinazolinone). The yield is 39.9%. RXN SMILES: [CH3:1][O:2][C:3]1[CH:4]=[C:5]2[C:9](=[CH:10][CH:11]=1)[NH:8][CH:7]=[C:6]2[CH2:12][CH2:13][C:14]([NH:16][C:17]1[CH:22]=[CH:21][CH:20]=[CH:19][C:18]=1[C:23]([OH:25])=O)=O.Cl.[NH2:27][C:28]1[CH:33]=[CH:32][CH:31]=[CH:30][CH:29]=1.CN(C)C=O>C1COCC1>[CH3:1][O:2][C:3]1[CH:4]=[C:5]2[C:9](=[CH:10][CH:11]=1)[NH:8][CH:7]=[C:6]2[CH2:12][CH2:13][C:14]1[N:27]([C:28]2[CH:33]=[CH:32][CH:31]=[CH:30][CH:29]=2)[C:23](=[O:25])[C:18]2[C:17](=[CH:22][CH:21]=[CH:20][CH:19]=2)[N:16]=1 |f:1.2|. Reported procedure: To a solution of 3-(5-methoxyindol-3-yl)-N-(2-carboxyphenyl)propionamide (4.0 g, 11.8 mmol) in 50 ml of THF at room temperature was added 1,1-carbonyldiimidazole (1.92 g, 11.8 mmol). The reaction mixture was stirred for one hour after which aniline hydrochloride (3.06 g, 23.6 mmol) and 25 ml of dimethylformamide were added. The reaction mixture was stirred at reflux under a drying tube for two days, allowed to cool, and concentrated in vacuo to dryness. The residue was partitioned between lN hyd... Reaction SMILES: [Br:24][CH2:25][C:26](=[O:27])[O:28][CH2:29][c:30]1[cH:31][cH:32][cH:33][cH:34][cH:35]1.[C:18](=[O:19])([O-:20])[O-:21].[CH2:1]([CH3:2])[O:3][C:4]([CH:5]([CH2:6][c:7]1[cH:8][cH:9][c:10]([OH:13])[cH:11][cH:12]1)[O:14][CH2:15][CH3:16])=[O:17].[CH3:36][C:37]#[N:38].[K+:22].[K+:23]>>[CH2:1]([CH3:2])[O:3][C:4]([CH:5]([CH2:6][c:7]1[cH:8][cH:9][c:10]([O:13][CH2:25][C:26](=[O:27])[O:28][CH2:29][c:30]2[cH:31][cH:32][cH:33][cH:34][cH:35]2)[cH:11][cH:12]1)[O:14][CH2:15][CH3:16])=[O:17]. Yields the product CCOC(=O)C(Cc1ccc(OCC(=O)OCc2ccccc2)cc1)OCC. The reactants are O=C(CBr)OCc1ccccc1, O=C([O-])[O-], CCOC(=O)C(Cc1ccc(O)cc1)OCC, CC#N, [K+], [K+]. The reactants are CC(C)(C)n1ncc(S)c(Cl)c1=O, O=C([O-])[O-], CC#N, FC(F)C(F)(F)COc1ccc(CCl)cn1, [K+], [K+], O. Product: C[SH](c1ccc(OCC(F)(F)C(F)F)nc1)c1cnn(C(C)(C)C)c(=O)c1Cl. As a reaction SMILES: [C:1]([CH3:2])([CH3:3])([CH3:4])[n:5]1[n:6][cH:7][c:8]([SH:13])[c:9]([Cl:12])[c:10]1=[O:11].[C:30](=[O:31])([O-:32])[O-:33].[CH3:37][C:38]#[N:39].[Cl:14][CH2:15][c:16]1[cH:17][cH:18][c:19]([O:22][CH2:23][C:24]([CH:25]([F:26])[F:27])([F:28])[F:29])[n:20][cH:21]1.[K+:34].[K+:35].[OH2:36]>>[C:1]([CH3:2])([CH3:3])([CH3:4])[n:5]1[n:6][cH:7][c:8]([SH:13]([c:16]2[cH:17][cH:18][c:19]([O:22][CH2:23][C:24]([CH:25]([F:26])[F:27])([F:28])[F:29])[n:20][cH:21]2)[CH3:30])[c:9]([Cl:12])[c:10]1=[O:11].